This data is from the Open Reaction Database (ORD), a public repository of structured organic reaction records. The task is: describe an organic reaction: reactants, conditions, products, and yield The reactants are CN(C)C=O, CCOC(=O)c1ccc(CCl)o1, OC1CCNCC1. Yields the product CCOC(=O)c1ccc(CN2CCC(O)CC2)o1. Reaction SMILES: [CH3:20][N:21]([CH3:22])[CH:23]=[O:24].[Cl:1][CH2:2][c:3]1[cH:4][cH:5][c:6]([C:8](=[O:9])[O:10][CH2:11][CH3:12])[o:7]1.[OH:13][CH:14]1[CH2:15][CH2:16][NH:17][CH2:18][CH2:19]1>>[CH2:2]([c:3]1[cH:4][cH:5][c:6]([C:8](=[O:9])[O:10][CH2:11][CH3:12])[o:7]1)[N:17]1[CH2:16][CH2:15][CH:14]([OH:13])[CH2:19][CH2:18]1. Reactants: OC1=C(C#N)C=CC=C1 (2-hydroxy-benzonitrile), C(F)(F)(F)S(=O)(=O)O (CF3SO3H), C1CC(=O)N(C1=O)I (NIS). Run in CC#N (CH3CN). Run at temperature 0 celsius, time 20 minute. Yields the product OC1=C(C#N)C=C(C=C1)I (2-Hydroxy-5-iodobenzonitrile). Isolated yield 81626.9%. Reaction SMILES: [OH:1][C:2]1[CH:9]=[CH:8][CH:7]=[CH:6][C:3]=1[C:4]#[N:5].C(S(O)(=O)=O)(F)(F)F.C1C(=O)N([I:25])C(=O)C1>CC#N>[OH:1][C:2]1[CH:9]=[CH:8][C:7]([I:25])=[CH:6][C:3]=1[C:4]#[N:5]. Procedure: To a solution of 2-hydroxy-benzonitrile (47.6 g, 0.400 mmol) in CH3CN (500 mL) was added CF3SO3H (40 mL) dropwise at 0° C. The reaction mixture was stirred at 0° C. for 20 min, and then NIS (108 g, 0.48 mmol) was added. The mixture was stirred at room temperature overnight, then concentrated, diluted with H2O (300 mL) and extracted with EA (300 mL×3). Combined organic portions were dried over sodium sulfate, filtered and reconcentrated. Purification via column chromatography on silica gel (petro... The reactants are C(C)OC(=O)C=1C(=C2C(=C(N1)C#N)N(C=C2Cl)CC2=CC=CC=C2)O (1-benzyl-3-chloro-7-cyano-4-hydroxy-1H-pyrrolo[2,3-c]pyridine-5-carboxylic acid ethyl ester), NCC(=O)O (glycine), C[O-].[Na+].CO (NaOMe HOMe). Yields the product C(C1=CC=CC=C1)N1C=C(C=2C1=C(N=C(C2O)C(=O)NCC(=O)O)C#N)Cl ([(1-Benzyl-3-chloro-7-cyano-4-hydroxy-1H-pyrrolo[2,3-c]pyridine-5-carbonyl)-amino]-acetic acid). RXN SMILES: C(O[C:4]([C:6]1[C:7]([OH:25])=[C:8]2[C:16]([Cl:17])=[CH:15][N:14]([CH2:18][C:19]3[CH:24]=[CH:23][CH:22]=[CH:21][CH:20]=3)[C:9]2=[C:10]([C:12]#[N:13])[N:11]=1)=[O:5])C.[NH2:26][CH2:27][C:28]([OH:30])=[O:29].C[O-].[Na+].CO>>[CH2:18]([N:14]1[C:9]2=[C:10]([C:12]#[N:13])[N:11]=[C:6]([C:4]([NH:26][CH2:27][C:28]([OH:30])=[O:29])=[O:5])[C:7]([OH:25])=[C:8]2[C:16]([Cl:17])=[CH:15]1)[C:19]1[CH:20]=[CH:21][CH:22]=[CH:23][CH:24]=1 |f:2.3.4|. Procedure details: Prepared in analogy to that of Example 1(e) from 1-benzyl-3-chloro-7-cyano-4-hydroxy-1H-pyrrolo[2,3-c]pyridine-5-carboxylic acid ethyl ester, glycine and NaOMe/HOMe. The title compound, ESI MS (m/z): 385 (M+H)+.